From a dataset of the Open Reaction Database (ORD), a public repository of structured organic reaction records. describe an organic reaction: reactants, conditions, products, and yield Yield: 90.1%. Product: ClC1=NC=C(C(=N1)N)[N+](=O)[O-] (2-chloro-4-amino-5-nitropyrimidine). Reactants: N (ammonia), C(C)(C)N(C(C)C)CC (N,N-diisopropylethylamine), ClC1=NC=C(C(=N1)Cl)[N+](=O)[O-] (2,4-dichloro-5-nitropyrimidine). The solvent is ClCCl (dichloromethane), ClCCl (dichloromethane). Reaction SMILES: N.C([N:5](CC)C(C)C)(C)C.[Cl:11][C:12]1[N:17]=[C:16](Cl)[C:15]([N+:19]([O-:21])=[O:20])=[CH:14][N:13]=1>ClCCl>[Cl:11][C:12]1[N:17]=[C:16]([NH2:5])[C:15]([N+:19]([O-:21])=[O:20])=[CH:14][N:13]=1. Procedure details: Aqueous ammonia (8.0 ml) and N,N-diisopropylethylamine (13.2 ml) were dissolved into 150 ml dichloromethane. The mixture was added dropwise to a solution of 2,4-dichloro-5-nitropyrimidine (10.0 g) in dichloromethane (30 ml) at 0° C. After the completion of the dropwise addition, the mixture was kept at the same temperature to react for 1 hour. The precipitate was filtered off. The filter cake was recrystallized to obtain a yellow solid (8.1 g) in a yield of 90.1%. 1H NMR (400 MHz, DMSO-d6): δ 9.... Reactants: OC1=C2C=CC=NC2=CC=C1 (5-hydroxyquinoline), P(=O)(O)(O)[O-].[K+] (potassium dihydrogen phosphate), N([O])(S(=O)(=O)[O-])S(=O)(=O)[O-].[K+].[K+] (potassium nitroso disulfonate). Solvent: CO (methanol), O (water). Conditions: time 8 hour. Yields the product N1=CC=CC=2C(C=CC(C12)=O)=O (5,8-Quinolinedione). The yield is 47.2%. Reaction SMILES: [OH:1][C:2]1[CH:11]=[CH:10][CH:9]=[C:8]2[C:3]=1[CH:4]=[CH:5][CH:6]=[N:7]2.P([O-])(O)(O)=[O:13].[K+].N(S([O-])(=O)=O)(S([O-])(=O)=O)[O].[K+].[K+]>CO.O>[N:7]1[C:8]2[C:9](=[O:13])[CH:10]=[CH:11][C:2](=[O:1])[C:3]=2[CH:4]=[CH:5][CH:6]=1 |f:1.2,3.4.5,^1:26|. Reported procedure: To a solution of 23.2 g of 5-hydroxyquinoline in 1600 ml of methanol in an ice bath was added a total of 36 g of potassium dihydrogen phosphate and 96 g of potassium nitroso disulfonate in 8.8 liters of water in five portions over a 1 hour period. The mixture was then stirred overnight at room temperature, followed by extraction with four 1500 ml portions of chloroform. The extracts were combined, dried, filtered through alumina and evaporated to dryness, giving 12.0 g of crude product. An analy...